From a dataset of the Open Reaction Database (ORD), a public repository of structured organic reaction records. describe an organic reaction: reactants, conditions, products, and yield The reactants are O1CCCC1 (tetrahydrofurane), C(OCC)(=O)Cl (ethyl chlorocarbonate), C(C1=CC=CC=C1)=C1CCC2=C1N=C1N(C2=O)C=C(C=C1)C(=O)O (3-benzylidene-1,2,3,10-tetrahydro-10-oxo-cyclopenta[d]pyrido[1,2-a]pyrimidine-7-carboxylic acid), N (ammonia). Run in C(C)N(CC)CC (triethylamine), O1CCOCC1 (dioxane), O1CCOCC1 (dioxane). Reaction conditions: temperature 15 celsius, time 2 hour. The product is C(C1=CC=CC=C1)=C1CCC2=C1N=C1N(C2=O)C=C(C=C1)C(=O)N (3-benzylidene-1,2,3,10-tetrahydro-10-oxo-cyclopenta[d]pyrido[1,2-a]pyrimidine-7-carboxamide). Reaction SMILES: [CH:1](=[C:8]1[C:12]2[N:13]=[C:14]3[CH:21]=[CH:20][C:19]([C:22](O)=[O:23])=[CH:18][N:15]3[C:16](=[O:17])[C:11]=2[CH2:10][CH2:9]1)[C:2]1[CH:7]=[CH:6][CH:5]=[CH:4][CH:3]=1.O1CCCC1.C(Cl)(=O)OCC.[NH3:36]>O1CCOCC1.C(N(CC)CC)C>[CH:1](=[C:8]1[C:12]2[N:13]=[C:14]3[CH:21]=[CH:20][C:19]([C:22]([NH2:36])=[O:23])=[CH:18][N:15]3[C:16](=[O:17])[C:11]=2[CH2:10][CH2:9]1)[C:2]1[CH:3]=[CH:4][CH:5]=[CH:6][CH:7]=1. Procedure details: 3-benzylidene-1,2,3,10-tetrahydro-10-oxo-cyclopenta[d]pyrido[1,2-a]pyrimidine-7-carboxylic acid (3.2 g) suspended in dioxane (70 ml) and tetrahydrofurane (30 ml) was reacted with ethyl chlorocarbonate (4.55 g) in the presence of triethylamine (4.05 g) under stirring at 15° C. for 2 hours. Then the reaction mixture was treated with dioxane (200 ml) saturated with gaseous ammonia for 30 minutes under stirring. After dilution with ice water and neutralization with HCl, the precipitate was filtered ... As a reaction SMILES: C([Li])CCC.Br[C:7]1[CH:12]=[CH:11][CH:10]=[CH:9][C:8]=1[O:13]COCC.[Br:18][C:19]1[CH:20]=[C:21]2[C:31](=[CH:32][CH:33]=1)[O:30][C:24]1[CH:25]=[N:26][C:27]([Cl:29])=[CH:28][C:23]=1[C:22]2=[N:34]S(C(C)(C)C)=O.Cl.O1CCOCC1>C1COCC1>[NH2:34][C:22]1([C:7]2[CH:12]=[CH:11][CH:10]=[CH:9][C:8]=2[OH:13])[C:23]2[CH:28]=[C:27]([Cl:29])[N:26]=[CH:25][C:24]=2[O:30][C:31]2[C:21]1=[CH:20][C:19]([Br:18])=[CH:33][CH:32]=2. Reaction conditions: time 25 minute. Product: NC1(C2=CC(=CC=C2OC=2C=NC(=CC21)Cl)Br)C2=C(C=CC=C2)O (2-(5-amino-7-bromo-3-chloro-5H-chromeno[2,3-c]pyridin-5-yl)phenol). Procedure: Butyllithium solution, 2.5m in hexanes (1.257 mL, 3.14 mmol) was added dropwise to a solution of 1-bromo-2-(ethoxymethoxy)benzene (0.726 g, 3.14 mmol) in THF 20 mL at −78° C. The reaction was stirred for 25 min. Then N-(7-bromo-3-chloro-5H-chromeno[2,3-c]pyridin-5-ylidene)-2-methylpropane-2-sulfinamide (1.0 g, 2.417 mmol) in THF was added. The reaction was warmed up to RT and stirred for an hour. The reaction was quenched with saturated ammonium chloride solution and extracted with EtOAc. The or... The reactants are C(CCC)[Li] (Butyllithium), 2.5m, hexanes, BrC1=C(C=CC=C1)OCOCC (1-bromo-2-(ethoxymethoxy)benzene), Cl (Hydrochloric acid), solution, O1CCOCC1 (1,4-dioxane), BrC=1C=C2C(C3=C(C=NC(=C3)Cl)OC2=CC1)=NS(=O)C(C)(C)C (N-(7-bromo-3-chloro-5H-chromeno[2,3-c]pyridin-5-ylidene)-2-methylpropane-2-sulfinamide). Run in C1CCOC1 (THF), C1CCOC1 (THF). The reactants are CC1=CC=C(C(=N1)C(=O)O)C1=NC=CC=N1 (6-methyl-3-(2-pyrimidinyl)-2-pyridinecarboxylic acid), [C@H]12CN[C@@H](C[C@@H]2C1)CNC1=NC=C(N=C1)C(F)(F)F (N-[(1S,4S,6S)-3-azabicyclo[4.1.0]hept-4-ylmethyl]-5-(trifluoromethyl)-2-pyrazinamine), C(=O)(O)[O-].[Na+] (NaHCO3), CN(C)C(=[N+](C)C)ON1C2=C(C=CC=C2)N=N1.[B-](F)(F)(F)F (TBTU), CCN(C(C)C)C(C)C (DIPEA). Solvent: C(Cl)Cl (DCM), C(Cl)Cl (DCM), C(Cl)Cl (DCM). Reaction conditions: time 16 hour. The product is CC1=CC=C(C(=N1)C(=O)N1C[C@H]2C[C@H]2C[C@H]1CNC1=NC=C(N=C1)C(F)(F)F)C1=NC=CC=N1 (N-[((1S,4S,6S)-3-{[6-methyl-3-(2-pyrimidinyl)-2-pyridinyl]carbonyl}-3-azabicyclo[4.1.0]hept-4-yl)methyl]-5-(trifluoromethyl)-2-pyrazinamine). RXN SMILES: [CH3:1][C:2]1[N:7]=[C:6]([C:8]([OH:10])=O)[C:5]([C:11]2[N:16]=[CH:15][CH:14]=[CH:13][N:12]=2)=[CH:4][CH:3]=1.CCN(C(C)C)C(C)C.CN(C(ON1N=NC2C=CC=CC1=2)=[N+](C)C)C.[B-](F)(F)(F)F.[C@H:48]12[CH2:54][C@H:53]1[CH2:52][C@@H:51]([CH2:55][NH:56][C:57]1[CH:62]=[N:61][C:60]([C:63]([F:66])([F:65])[F:64])=[CH:59][N:58]=1)[NH:50][CH2:49]2.C([O-])(O)=O.[Na+]>C(Cl)Cl>[CH3:1][C:2]1[N:7]=[C:6]([C:8]([N:50]2[C@H:51]([CH2:55][NH:56][C:57]3[CH:62]=[N:61][C:60]([C:63]([F:66])([F:64])[F:65])=[CH:59][N:58]=3)[CH2:52][C@H:53]3[C@H:48]([CH2:54]3)[CH2:49]2)=[O:10])[C:5]([C:11]2[N:16]=[CH:15][CH:14]=[CH:13][N:12]=2)=[CH:4][CH:3]=1 |f:2.3,5.6|. Procedure details: To a solution of 6-methyl-3-(2-pyrimidinyl)-2-pyridinecarboxylic acid D19 (66.2 mg) in dry DCM (0.5 ml) at room temperature DIPEA (0.038 ml, 0.220 mmol) was added followed by TBTU (38.9 mg, 0.121 mmol). The mixture dissolved completely in about 10 minutes. After 30 minutes N-[(1S,4S,6S)-3-azabicyclo[4.1.0]hept-4-ylmethyl]-5-(trifluoromethyl)-2-pyrazinamine D31 (30 mg) dissolved in dry DCM (0.5 ml) was added dropwise. The reaction mixture was left reacting for 16 hours. The reaction mixture was t... Starting materials: [OH-].[Na+] (NaOH), NaH2PO4, O(C1=CC=CC=C1)C1=CC=C(S1)C=O (5-Phenoxy-thiophene-2-carboxaldehyde), [O-]Cl=O.[Na+] (NaClO2). Run in C1CCOC1 (THF), CC(C)(C)O (t-BuOH), O (water). Run at time 24 hour. The product is O(C1=CC=CC=C1)C1=CC=C(S1)C(=O)O (5-phenoxy-thiophene-2-carboxylic acid). The yield is 54.5%. RXN SMILES: [O:1]([C:8]1[S:12][C:11]([CH:13]=[O:14])=[CH:10][CH:9]=1)[C:2]1[CH:7]=[CH:6][CH:5]=[CH:4][CH:3]=1.[O-:15]Cl=O.[Na+].[OH-].[Na+]>C1COCC1.CC(O)(C)C.O>[O:1]([C:8]1[S:12][C:11]([C:13]([OH:15])=[O:14])=[CH:10][CH:9]=1)[C:2]1[CH:3]=[CH:4][CH:5]=[CH:6][CH:7]=1 |f:1.2,3.4|. Procedure details: 5-Phenoxy-thiophene-2-carboxaldehyde (325 mg, 1.6 mmol) is dissolved in a mixture of THF (10 mL), t-BuOH (5 mL) and water (5 mL). NaH2PO4 (650 mg, 4.8 mmol) is added followed by NaClO2 (432 mg, 4.8 mmol). The resulting mixture is stirred for 24 hr at rt. Aqueous NaOH (2M, 5 mL) is added, and the organic solvents are removed in vacuo. The resulting aqueous suspension is poured into water (50 mL) and washed with ether (3×50 mL). The aqueous layer is acidified to pH<2 with 25% H2SO4 then washed wit... Starting materials: Nc1ccc2c(c1)OCO2, CO, CC(=O)OC(C)=O, C1COCCO1. Yields the product CC(=O)Nc1ccc2c(c1)OCO2. As a reaction SMILES: [CH2:8]1[O:9][c:10]2[cH:11][c:12]([NH2:13])[cH:14][cH:15][c:16]2[O:17]1.[CH3:18][OH:19].[CH3:1][C:2](=[O:3])[O:4][C:5]([CH3:6])=[O:7].[O:20]1[CH2:21][CH2:22][O:23][CH2:24][CH2:25]1>>[CH3:1][C:2](=[O:3])[NH:13][c:12]1[cH:11][c:10]2[c:16]([cH:15][cH:14]1)[O:17][CH2:8][O:9]2. Starting materials: CN(C)c1ccncc1, C(=NC1CCCCC1)=NC1CCCCC1, CN(C)C=O, COc1c(C)c2c(c(O)c1CC=C(C)COCP(=O)(O)O)C(=O)OC2, Oc1ccccc1. Yields the product COc1c(C)c2c(c(O)c1CC=C(C)COCP(=O)(O)Oc1ccccc1)C(=O)OC2. Reaction SMILES: [CH3:53][N:54]([c:55]1[cH:56][cH:57][n:58][cH:59][cH:60]1)[CH3:61].[CH:33]1([N:34]=[C:35]=[N:36][CH:37]2[CH2:38][CH2:39][CH2:40][CH2:41][CH2:42]2)[CH2:43][CH2:44][CH2:45][CH2:46][CH2:47]1.[O:48]=[CH:49][N:50]([CH3:51])[CH3:52].[OH:1][c:2]1[c:3]2[c:7]([c:8]([CH3:24])[c:9]([O:22][CH3:23])[c:10]1[CH2:11][CH:12]=[C:13]([CH2:14][O:15][CH2:16][P:17]([OH:18])([OH:19])=[O:20])[CH3:21])[CH2:6][O:5][C:4]2=[O:25].[OH:26][c:27]1[cH:28][cH:29][cH:30][cH:31][cH:32]1>>[OH:1][c:2]1[c:3]2[c:7]([c:8]([CH3:24])[c:9]([O:22][CH3:23])[c:10]1[CH2:11][CH:12]=[C:13]([CH2:14][O:15][CH2:16][P:17]([OH:18])(=[O:19])[O:20][c:27]1[cH:28][cH:29][cH:30][cH:31][cH:32]1)[CH3:21])[CH2:6][O:5][C:4]2=[O:25]. Starting materials: CCN(C(C)C)C(C)C (DIPEA), ClC1=CC=C2C(=C(C(C(C2=C1)(C)CC)=O)C(=O)OCC)O (ethyl 7-chloro-1-ethyl-4-hydroxy-1-methyl-2-oxo-naphthalene-3-carboxylate), Cl.C(C)(C)(C)OC(CN)=O (glycine tert-butyl ester hydrochloride). Solvent: O1CCOCC1 (dioxane). Run at temperature 80 celsius, time 3.5 hour. The product is ClC1=CC=C2C(=C(C(C(C2=C1)(C)CC)=O)C(=O)NCC(=O)OC(C)(C)C)O (1,1-Dimethylethyl N-((7-chloro-1-ethyl-4-hydroxy-1-methyl-2-oxo-naphthalen-3-yl)carbonyl)glycinate). Isolated yield 85.4%. As a reaction SMILES: CCN(C(C)C)C(C)C.[Cl:10][C:11]1[CH:20]=[C:19]2[C:14]([C:15]([OH:30])=[C:16]([C:25](OCC)=[O:26])[C:17](=[O:24])[C:18]2([CH2:22][CH3:23])[CH3:21])=[CH:13][CH:12]=1.Cl.[C:32]([O:36][C:37](=[O:40])[CH2:38][NH2:39])([CH3:35])([CH3:34])[CH3:33]>O1CCOCC1>[Cl:10][C:11]1[CH:20]=[C:19]2[C:14]([C:15]([OH:30])=[C:16]([C:25]([NH:39][CH2:38][C:37]([O:36][C:32]([CH3:35])([CH3:34])[CH3:33])=[O:40])=[O:26])[C:17](=[O:24])[C:18]2([CH2:22][CH3:23])[CH3:21])=[CH:13][CH:12]=1 |f:2.3|. Procedure details: DIPEA (0.253 mL, 1.45 mmol, 1.2 eq) was added to a mixture of ethyl 7-chloro-1-ethyl-4-hydroxy-1-methyl-2-oxo-naphthalene-3-carboxylate (373 mg, 1.21 mmol) and glycine tert-butyl ester hydrochloride (0.243 g, 1.45 mmol) in dioxane (8 mL). The reaction mixture was stirred at 80° C. for 3.5 hours. The reaction mixture was cooled to room temperature and concentrated in vacuo to give a yellow oil. The crude oil was purified by silica flash chromatography (0-75% DCM/hexane) to give the desired compou... Starting materials: CC(CO)Nc1c([N+](=O)[O-])cnc2cc(Br)ccc12, CC(C)(C)[Si](C)(C)Cl, CN(C)c1ccncc1, N#N, c1ccncc1. The product is CC(CO[Si](C)(C)C(C)(C)C)Nc1c([N+](=O)[O-])cnc2cc(Br)ccc12. As a reaction SMILES: [Br:1][c:2]1[cH:3][cH:4][c:5]2[c:6]([NH:15][CH:16]([CH2:17][OH:18])[CH3:19])[c:7]([N+:12](=[O:13])[O-:14])[cH:8][n:9][c:10]2[cH:11]1.[C:20]([CH3:21])([CH3:22])([CH3:23])[Si:24]([CH3:25])([CH3:26])[Cl:27].[CH3:36][N:37]([c:38]1[cH:39][cH:40][n:41][cH:42][cH:43]1)[CH3:44].[N:28]#[N:29].[cH:30]1[cH:31][cH:32][n:33][cH:34][cH:35]1>>[Br:1][c:2]1[cH:3][cH:4][c:5]2[c:6]([NH:15][CH:16]([CH2:17][O:18][Si:24]([C:20]([CH3:21])([CH3:22])[CH3:23])([CH3:25])[CH3:26])[CH3:19])[c:7]([N+:12](=[O:13])[O-:14])[cH:8][n:9][c:10]2[cH:11]1.